Dataset: the Open Reaction Database (ORD), a public repository of structured organic reaction records. Task: describe an organic reaction: reactants, conditions, products, and yield Reactants: ClCCl, Nc1ccc2ccn(Cc3cc(F)cc(F)c3)c2c1, O=[N+]([O-])c1ccccc1SCl. Yields the product Nc1ccc2c(Sc3ccccc3[N+](=O)[O-])cn(Cc3cc(F)cc(F)c3)c2c1. Reaction SMILES: [Cl:31][CH2:32][Cl:33].[F:1][c:2]1[cH:3][c:4]([CH2:5][n:6]2[cH:7][cH:8][c:9]3[cH:10][cH:11][c:12]([NH2:15])[cH:13][c:14]23)[cH:16][c:17]([F:19])[cH:18]1.[N+:20](=[O:21])([O-:22])[c:23]1[c:24]([S:29][Cl:30])[cH:25][cH:26][cH:27][cH:28]1>>[F:1][c:2]1[cH:3][c:4]([CH2:5][n:6]2[cH:7][c:8]([S:29][c:24]3[c:23]([N+:20](=[O:21])[O-:22])[cH:28][cH:27][cH:26][cH:25]3)[c:9]3[cH:10][cH:11][c:12]([NH2:15])[cH:13][c:14]23)[cH:16][c:17]([F:19])[cH:18]1.